The task is: describe an organic reaction: reactants, conditions, products, and yield. This data is from the Open Reaction Database (ORD), a public repository of structured organic reaction records. Reactants: CC(=O)O[BH-](OC(C)=O)OC(C)=O, O=C([O-])O, CC(=O)O, ClC(Cl)Cl, O=Cc1ccc(Cl)c(Cl)c1, CC(C)(C)OC(=O)NCCN, [Na+], [Na+]. The product is CC(C)(C)OC(=O)NCCNCc1ccc(Cl)c(Cl)c1. As a reaction SMILES: [C:16]([O:17][BH-:18]([O:19][C:20](=[O:21])[CH3:22])[O:23][C:24](=[O:25])[CH3:26])(=[O:27])[CH3:28].[C:30](=[O:31])([O-:32])[OH:33].[CH3:12][C:13](=[O:14])[OH:15].[CH:45]([Cl:46])([Cl:47])[Cl:48].[Cl:35][c:36]1[cH:37][c:38]([CH:39]=[O:40])[cH:41][cH:42][c:43]1[Cl:44].[NH2:1][CH2:2][CH2:3][NH:4][C:5]([O:6][C:7]([CH3:8])([CH3:9])[CH3:10])=[O:11].[Na+:29].[Na+:34]>>[NH:1]([CH2:2][CH2:3][NH:4][C:5]([O:6][C:7]([CH3:8])([CH3:9])[CH3:10])=[O:11])[CH2:39][c:38]1[cH:37][c:36]([Cl:35])[c:43]([Cl:44])[cH:42][cH:41]1. Reactants: C(C)OC1=C(C=C(C=C1)C(F)(F)F)C=1C2=C(N=CN1)C(=C(N2COCC[Si](C)(C)C)C)C(=O)O (4-[2-ethoxy-5-(trifluoromethyl)phenyl]-6-methyl-5-{[2-(trimethylsilyl)ethoxy]methyl}-5H-pyrrolo[3,2-d]pyrimidine-7-carboxylic acid), NC1CCN(CC1)C(=O)OC(C)(C)C (tert-butyl 4-amino-piperidine-1-carboxylate). Yields the product C(C)OC1=C(C=C(C=C1)C(F)(F)F)C=1C2=C(N=CN1)C(=C(N2COCC[Si](C)(C)C)C)C(=O)NC2CCN(CC2)C(=O)OC(C)(C)C (tert-Butyl 4-{[(4-[2-ethoxy-5-(trifluoromethyl)phenyl]-6-methyl-5-{[2-(trimethylsilyl)ethoxy]methyl}-5H-pyrrolo[3,2-d]pyrimidin-7-yl)carbonyl]amino}piperidine-1-carboxylate). Reaction SMILES: [CH2:1]([O:3][C:4]1[CH:9]=[CH:8][C:7]([C:10]([F:13])([F:12])[F:11])=[CH:6][C:5]=1[C:14]1[C:15]2[N:22]([CH2:23][O:24][CH2:25][CH2:26][Si:27]([CH3:30])([CH3:29])[CH3:28])[C:21]([CH3:31])=[C:20]([C:32](O)=[O:33])[C:16]=2[N:17]=[CH:18][N:19]=1)[CH3:2].[NH2:35][CH:36]1[CH2:41][CH2:40][N:39]([C:42]([O:44][C:45]([CH3:48])([CH3:47])[CH3:46])=[O:43])[CH2:38][CH2:37]1>>[CH2:1]([O:3][C:4]1[CH:9]=[CH:8][C:7]([C:10]([F:13])([F:12])[F:11])=[CH:6][C:5]=1[C:14]1[C:15]2[N:22]([CH2:23][O:24][CH2:25][CH2:26][Si:27]([CH3:28])([CH3:30])[CH3:29])[C:21]([CH3:31])=[C:20]([C:32]([NH:35][CH:36]3[CH2:37][CH2:38][N:39]([C:42]([O:44][C:45]([CH3:48])([CH3:47])[CH3:46])=[O:43])[CH2:40][CH2:41]3)=[O:33])[C:16]=2[N:17]=[CH:18][N:19]=1)[CH3:2]. Reported procedure: Starting from 4-[2-ethoxy-5-(trifluoromethyl)phenyl]-6-methyl-5-{[2-(trimethylsilyl)ethoxy]methyl}-5H-pyrrolo[3,2-d]pyrimidine-7-carboxylic acid (example D.c9) and commercially available tert-butyl 4-amino-piperidine-1-carboxylate the title compound is obtained as pale yellow foam. Reactants: NC1=CC=NC=C1 (4-Aminopyridine), FC1=C(C(=CC=C1)F)N=C=O (2,6-difluorophenyl isocyanate). Run in C1(=CC=CC=C1)C (toluene). Reaction conditions: temperature 110 celsius, time 4 hour. The product is FC1=C(C(=CC=C1)F)NC(=O)NC1=CC=NC=C1 (N-(2,6-Difluorophenyl)-N′-(4-pyridyl)urea). RXN SMILES: [NH2:1][C:2]1[CH:7]=[CH:6][N:5]=[CH:4][CH:3]=1.[F:8][C:9]1[CH:14]=[CH:13][CH:12]=[C:11]([F:15])[C:10]=1[N:16]=[C:17]=[O:18]>C1(C)C=CC=CC=1>[F:8][C:9]1[CH:14]=[CH:13][CH:12]=[C:11]([F:15])[C:10]=1[NH:16][C:17]([NH:1][C:2]1[CH:7]=[CH:6][N:5]=[CH:4][CH:3]=1)=[O:18]. Reported procedure: 4-Aminopyridine (100 mg, 1.06 mmol) and 2,6-difluorophenyl isocyanate (181.3 mg, 1.17 mmol) were dissolved in toluene, and the mixture was then stirred at 110° C. for 4 hr. Reactants: O=C1OCC2=C1C=CC(=C2)CC(=O)OC(C)(C)C (tert-Butyl (1-oxo-1,3-dihydro-2-benzofuran-5-yl)acetate). The solvent is C(=O)(C(F)(F)F)O (TFA). Conditions: time 1 hour. The product is O=C1OCC2=C1C=CC(=C2)CC(=O)O ((1-oxo-1,3-dihydro-2-benzofuran-5-yl)acetic acid). RXN SMILES: [O:1]=[C:2]1[C:6]2[CH:7]=[CH:8][C:9]([CH2:11][C:12]([O:14]C(C)(C)C)=[O:13])=[CH:10][C:5]=2[CH2:4][O:3]1>C(O)(C(F)(F)F)=O>[O:1]=[C:2]1[C:6]2[CH:7]=[CH:8][C:9]([CH2:11][C:12]([OH:14])=[O:13])=[CH:10][C:5]=2[CH2:4][O:3]1. Procedure: tert-Butyl (1-oxo-1,3-dihydro-2-benzofuran-5-yl)acetate (1.2 g, 4.8 mmol) was dissolved in TFA and stirred at room temperature for one h. The reaction mixture was concentrated and pumped under vacuum overnight to afford the title compound. LC-MS (IE, m/z): 193.2 [M+1]+. Starting materials: N1(CCCC1)[C@@H]1[C@@H](CCC1)N (cis-2-pyrrolidin-1-yl-cyclopentylamine), N1(CCCC1)[C@@H]1[C@@H](CCC1)N (cis-2-pyrrolidin-1-yl-cyclopentylamine), ClC1=CC(=C(C(=O)O)C=C1)C (4-chloro-2-methylbenzoic acid). Yields the product ClC1=CC(=C(C(=O)N[C@H]2[C@H](CCC2)N2CCCC2)C=C1)C (cis-4-Chloro-2-methyl-N-(2-pyrrolidin-1-yl-cyclopentyl)-benzamide). Reaction SMILES: [N:1]1([C@H:6]2[CH2:10][CH2:9][CH2:8][C@H:7]2[NH2:11])[CH2:5][CH2:4][CH2:3][CH2:2]1.[Cl:12][C:13]1[CH:21]=[CH:20][C:16]([C:17](O)=[O:18])=[C:15]([CH3:22])[CH:14]=1>>[Cl:12][C:13]1[CH:21]=[CH:20][C:16]([C:17]([NH:11][C@@H:7]2[CH2:8][CH2:9][CH2:10][C@@H:6]2[N:1]2[CH2:2][CH2:3][CH2:4][CH2:5]2)=[O:18])=[C:15]([CH3:22])[CH:14]=1. Procedure details: The title compound, light brown viscous oil, MS: m/e=307.2 [(M+H)+], was prepared in accordance with the general method of example 5 from cis-2-pyrrolidin-1-yl-cyclopentylamine (intermediate Q) and 4-chloro-2-methylbenzoic acid.